Dataset: the Open Reaction Database (ORD), a public repository of structured organic reaction records. Task: describe an organic reaction: reactants, conditions, products, and yield The reactants are Cl[C@@H]1[C@@H]2N(C(=C(CS2(=O)=O)COC(C)=O)C(=O)OC(C)(C)C)C1=O (t-butyl 7α-chloro-3-acetoxymethyl-3-cephem-4-carboxylate-1,1-dioxide), C(Cl)Cl (methylene chloride), Cl.CNC (dimethylamine hydrochloride), C=O (formaldehyde). Solvent: C(C)(C)(C)O (t-butanol). Reaction conditions: temperature 90 celsius. The product is Cl[C@@H]1[C@@H]2N(C(=C(C(S2(=O)=O)=C)COC(C)=O)C(=O)OC(C)(C)C)C1=O (t-butyl 7α-chloro-2-methylene-3-acetoxymethyl-3-cephem-4-carboxylate-1,1-dioxide). Yield: 81.6%. RXN SMILES: [Cl:1][C@H:2]1[C:23](=[O:24])[N:4]2[C:5]([C:16]([O:18][C:19]([CH3:22])([CH3:21])[CH3:20])=[O:17])=[C:6]([CH2:11][O:12][C:13](=[O:15])[CH3:14])[CH2:7][S:8](=[O:10])(=[O:9])[C@H:3]12.[CH2:25](Cl)Cl.Cl.CNC.C=O>C(O)(C)(C)C>[Cl:1][C@H:2]1[C:23](=[O:24])[N:4]2[C:5]([C:16]([O:18][C:19]([CH3:20])([CH3:22])[CH3:21])=[O:17])=[C:6]([CH2:11][O:12][C:13](=[O:15])[CH3:14])[C:7](=[CH2:25])[S:8](=[O:9])(=[O:10])[C@H:3]12 |f:2.3|. Reported procedure: A mixture of t-butyl 7α-chloro-3-acetoxymethyl-3-cephem-4-carboxylate-1,1-dioxide (1.9 g), methylene chloride (3 ml), dimethylamine hydrochloride (0.817 g), t-butanol (80 ml) and formaldehyde solution (I.10 ml, 37% w/v in water) was heated to reflux at 90° C. for 3 hours. Solvent was removed under reduced pressure and the residue was dissolved in methylene chloride, washed with water, brine, dried and concentrated to give 1.6 g (81.6%) of t-butyl 7α-chloro-2-methylene-3-acetoxymethyl-3-cephem-4-... Reactants: FC1=CC=C(C=C1)C(CCC(C(=O)N1C(OCC1C1=CC=CC=C1)=O)C(C1=CC=C(C=C1)O[Si](C)(C)C)NC1=CC=C(C=C1)F)O[Si](C)(C)C (3-{5-(4-Fluorophenyl)-2-[(4-fluorophenylamino)-(4-trimethylsilanyloxy-phenyl)methyl]-5-trimethylsilanyloxypentanoyl}-4-phenyloxazolidin-2-one), N,O-Bistrimethylsilylacteamide. Reagents/catalysts: [Ag-]=O (silver(I) oxide), [Cl-].C(CCC)[P+](CCCC)(CCCC)CCCC (tetrabutylphosphonium chloride). Solvent: CCOCC (ether). Product: FC1=CC=C(C=C1)N1C(C(C1C1=CC=C(C=C1)O[Si](C)(C)C)CCC(O[Si](C)(C)C)C1=CC=C(C=C1)F)=O (1-(4-fluorophenyl)-3-[3-(4-fluorophenyl)-3-trimethylsilanyloxypropyl]-4-(4-trimethylsilanyloxyphenyl)azetidin-2-one). As a reaction SMILES: [F:1][C:2]1[CH:7]=[CH:6][C:5]([CH:8]([O:46][Si:47]([CH3:50])([CH3:49])[CH3:48])[CH2:9][CH2:10][CH:11](C(NC2C=CC(F)=CC=2)C2C=CC(O[Si](C)(C)C)=CC=2)[C:12]([N:14]2[CH:18]([C:19]3[CH:24]=[CH:23][CH:22]=[CH:21][CH:20]=3)COC2=O)=[O:13])=[CH:4][CH:3]=1>[Cl-].C([P+](CCCC)(CCCC)CCCC)CCC.[Ag-]=O.CCOCC>[F:1][C:2]1[CH:7]=[CH:6][C:5]([N:14]2[CH:18]([C:19]3[CH:20]=[CH:21][C:22]([O:46][Si:47]([CH3:50])([CH3:49])[CH3:48])=[CH:23][CH:24]=3)[CH:11]([CH2:10][CH2:9][CH:8]([C:5]3[CH:6]=[CH:7][C:2]([F:1])=[CH:3][CH:4]=3)[O:46][Si:47]([CH3:50])([CH3:49])[CH3:48])[C:12]2=[O:13])=[CH:4][CH:3]=1 |f:1.2|. Procedure: 3-{5-(4-Fluorophenyl)-2-[(4-fluorophenylamino)-(4-trimethylsilanyloxy-phenyl)methyl]-5-trimethylsilanyloxypentanoyl}-4-phenyloxazolidin-2-one (10 mg) is suspended in MTB ether (1 ml) under argon while cooling in ice. N,O-Bistrimethylsilylacteamide (20.75 μl) is added, followed by tetrabutylphosphonium chloride (4.2 mg) and silver(I) oxide (3.2 mg). The mixture is stirred at room temperature. A reaction to give 1-(4-fluorophenyl)-3-[3-(4-fluorophenyl)-3-trimethylsilanyloxypropyl]-4-(4-trimethylsi... Starting materials: C(C1=CC=CC=C1)OC1=C(C=C(C=C1)[C@H](CNCCC1=CC=C(C=C1)S(=O)(=O)CC1=NOC(=N1)C1=CC=C(C=C1)OC)O[Si](CC)(CC)CC)NS(=O)(=O)C (N-(2-(benzyloxy)-5-{(1R)-2-{[4-({[5-(4-methoxyphenyl)-1,2,4-oxadiazol-3-yl]methyl}sulfonyl)phenethyl]amino}-1-[(triethylsilyl)oxy]ethyl}phenyl)methanesulfonamide), C[Si](C)(C)I (trimethylsilyl iodide), S([O-])(O)(=O)=O.[Na+] (sodium bisulfate). The solvent is C(C)#N (acetonitrile). Reaction conditions: temperature 50 celsius, time 15 minute. Yields the product OC1=C(C=C(C=C1)[C@H](CNCCC1=CC=C(C=C1)S(=O)(=O)CC1=NOC(=N1)C1=CC=C(C=C1)OC)O)NS(=O)(=O)C (N-[2-hydroxy-5-((1R)-1-hydroxy-2-{[4-({[5-(4-methoxyphenyl)-1,2,4-oxadiazol-3-yl]methyl}sulfonyl)phenethyl]amino}ethyl)phenyl]methanesulfonamide). The yield is 64.2%. Reaction SMILES: C([O:8][C:9]1[CH:14]=[CH:13][C:12]([C@@H:15]([O:43][Si](CC)(CC)CC)[CH2:16][NH:17][CH2:18][CH2:19][C:20]2[CH:25]=[CH:24][C:23]([S:26]([CH2:29][C:30]3[N:34]=[C:33]([C:35]4[CH:40]=[CH:39][C:38]([O:41][CH3:42])=[CH:37][CH:36]=4)[O:32][N:31]=3)(=[O:28])=[O:27])=[CH:22][CH:21]=2)=[CH:11][C:10]=1[NH:51][S:52]([CH3:55])(=[O:54])=[O:53])C1C=CC=CC=1.C[Si](I)(C)C.S(=O)(=O)(O)[O-].[Na+]>C(#N)C>[OH:8][C:9]1[CH:14]=[CH:13][C:12]([C@@H:15]([OH:43])[CH2:16][NH:17][CH2:18][CH2:19][C:20]2[CH:21]=[CH:22][C:23]([S:26]([CH2:29][C:30]3[N:34]=[C:33]([C:35]4[CH:40]=[CH:39][C:38]([O:41][CH3:42])=[CH:37][CH:36]=4)[O:32][N:31]=3)(=[O:27])=[O:28])=[CH:24][CH:25]=2)=[CH:11][C:10]=1[NH:51][S:52]([CH3:55])(=[O:53])=[O:54] |f:2.3|. Procedure details: To a solution of the O-protected amino alcohol of Example 26 (0.292 g, 0.362 mmol) in acetonitrile (3 mL) was added 5 equivalents of trimethylsilyl iodide (0.26 mL, 0.1.81 mmol). The reaction mixture was heated to 50° C. for 16 h. TLC shows the absence of starting material, so 1 mL of dilute aqueous sodium bisulfate (Na2S2O5) solution was added to the room temperature reaction mixture and it was stirred vigorously for 15 minutes. The reaction mixture was evaporated in vacuo to dryness and the re... Starting materials: CCOC(=O)c1cc(-c2cc(C(C)C)c(OCc3ccccc3)cc2OCc2ccccc2)on1, CCN, CO. Yields the product CCNC(=O)c1cc(-c2cc(C(C)C)c(OCc3ccccc3)cc2OCc2ccccc2)on1. As a reaction SMILES: [CH2:1]([O:2][C:4](=[O:5])[c:6]1[n:7][o:8][c:9](-[c:11]2[c:12]([O:28][CH2:29][c:30]3[cH:31][cH:32][cH:33][cH:34][cH:35]3)[cH:13][c:14]([O:20][CH2:21][c:22]3[cH:23][cH:24][cH:25][cH:26][cH:27]3)[c:15]([CH:17]([CH3:18])[CH3:19])[cH:16]2)[cH:10]1)[CH3:3].[CH3:36][CH2:37][NH2:38].[CH3:39][OH:40]>>[C:4](=[O:5])([c:6]1[n:7][o:8][c:9](-[c:11]2[c:12]([O:28][CH2:29][c:30]3[cH:31][cH:32][cH:33][cH:34][cH:35]3)[cH:13][c:14]([O:20][CH2:21][c:22]3[cH:23][cH:24][cH:25][cH:26][cH:27]3)[c:15]([CH:17]([CH3:18])[CH3:19])[cH:16]2)[cH:10]1)[NH:38][CH2:37][CH3:36].